This data is from the Open Reaction Database (ORD), a public repository of structured organic reaction records. The task is: describe an organic reaction: reactants, conditions, products, and yield Reactants: ClC1=C(C=CC=C1)CCC(=O)O (3-(2-chlorophenyl)propanoic acid), ClC=1C=CC=C2C(CC3(CCNCC3)C12)CC(=O)OCC (ethyl 2-(7-chloro-2,3-dihydrospiro[indene-1,4′-piperidine]-3-yl)acetate). Yields the product ClC=1C=CC=C2C(CC3(CCN(CC3)C(CCC3=C(C=CC=C3)Cl)=O)C12)CC(=O)O (2-(7-chloro-1′-(3-(2-chlorophenyl)propanoyl)-2,3-dihydrospiro[indene-1,4′-piperidine]-3-yl)acetic acid). As a reaction SMILES: [Cl:1][C:2]1[CH:7]=[CH:6][CH:5]=[CH:4][C:3]=1[CH2:8][CH2:9][C:10](O)=[O:11].[Cl:13][C:14]1[CH:15]=[CH:16][CH:17]=[C:18]2[C:27]=1[C:21]1([CH2:26][CH2:25][NH:24][CH2:23][CH2:22]1)[CH2:20][CH:19]2[CH2:28][C:29]([O:31]CC)=[O:30]>>[Cl:13][C:14]1[CH:15]=[CH:16][CH:17]=[C:18]2[C:27]=1[C:21]1([CH2:22][CH2:23][N:24]([C:10](=[O:11])[CH2:9][CH2:8][C:3]3[CH:4]=[CH:5][CH:6]=[CH:7][C:2]=3[Cl:1])[CH2:25][CH2:26]1)[CH2:20][CH:19]2[CH2:28][C:29]([OH:31])=[O:30]. Procedure: The title compound was prepared following a procedure analogous to that described in Example 1 using 3-(2-chlorophenyl)propanoic acid and ethyl 2-(7-chloro-2,3-dihydrospiro[indene-1,4′-piperidine]-3-yl)acetate followed by a procedure analogous to that in Example 2. LC-MS Method 1 tR=1.87, min, m/z=446 The reactants are BrC1=NC=CC=C1CO ((2-bromopyridin-3-yl)methanol), [H-].[Na+] (sodium hydride), oil, CI (Methyl iodide). Run in O1CCCC1 (tetrahydrofuran). Conditions: temperature 0 celsius, time 30 minute. The product is BrC1=NC=CC=C1COC (2-bromo-3-(methoxymethyl)pyridin). The yield is 98.0%. Reaction SMILES: [Br:1][C:2]1[C:7]([CH2:8][OH:9])=[CH:6][CH:5]=[CH:4][N:3]=1.[H-].[Na+].[CH3:12]I>O1CCCC1>[Br:1][C:2]1[C:7]([CH2:8][O:9][CH3:12])=[CH:6][CH:5]=[CH:4][N:3]=1 |f:1.2|. Reported procedure: To a solution of (2-bromopyridin-3-yl)methanol (20 g, 106.37 mmoles) in 140 mL of tetrahydrofuran is added 60% sodium hydride in mineral oil (6.38 g, 155.5 mmol) at 0° C. under nitrogen atmosphere. Solution is stirred at 0° C. for 30 minutes. Methyl iodide (7.95 mL, 127.6 mmol) is added over the solution and the mixture is stirred at room temperature overnight. The mixture is quenched by addition of water and the crude is extracted with ethyl acetate. The organic layer is separated, dried over m... The reactants are NC1=C(C=C(C=C1)OC)NCCO (2-((2-amino-5-methoxyphenyl)amino)ethanol), C(=O)O (formic acid), C(=O)(O)[O-].[Na+] (NaHCO3). The solvent is C1CCOC1 (THF). Reaction conditions: temperature 80 celsius, time 30 minute. Yields the product COC=1C=CC2=C(N(C=N2)CCO)C1 (2-(6-methoxy-1H-benzo[d]imidazol-1-yl)ethanol). Reaction SMILES: [NH2:1][C:2]1[CH:7]=[CH:6][C:5]([O:8][CH3:9])=[CH:4][C:3]=1[NH:10][CH2:11][CH2:12][OH:13].[CH:14](O)=O.C([O-])(O)=O.[Na+]>C1COCC1>[CH3:9][O:8][C:5]1[CH:6]=[CH:7][C:2]2[N:1]=[CH:14][N:10]([CH2:11][CH2:12][OH:13])[C:3]=2[CH:4]=1 |f:2.3|. Procedure: To a solution of 2-((2-amino-5-methoxyphenyl)amino)ethanol (914 mg, 5.01 mmol) in THF (30 mL), formic acid (0.19 mL, 5.01 mmol) was added. After stirring at 80° C. for 30 min the reaction was allowed to reach rt and basified with conc. aq.NaHCO3-solution. The aq. layer was extracted with DCM (5×). The combined org. layers were dried (MgSO4), filtered and the solvent was removed under reduced pressure to yield 2-(6-methoxy-1H-benzo[d]imidazol-1-yl)ethanol as a brown oil which was used as such in ... The reactants are ClCCCCBr, O=C([O-])[O-], COC(=O)c1ccc(O)c(OC)c1, CC#N, [K+], [K+]. Product: COC(=O)c1ccc(OCCCCCl)c(OC)c1. Reaction SMILES: [Br:14][CH2:15][CH2:16][CH2:17][CH2:18][Cl:19].[C:20](=[O:21])([O-:22])[O-:23].[CH3:1][O:2][C:3](=[O:4])[c:5]1[cH:6][cH:7][c:8]([OH:9])[c:10]([O:11][CH3:12])[cH:13]1.[CH3:26][C:27]#[N:28].[K+:24].[K+:25]>>[CH3:1][O:2][C:3](=[O:4])[c:5]1[cH:6][cH:7][c:8]([O:9][CH2:15][CH2:16][CH2:17][CH2:18][Cl:19])[c:10]([O:11][CH3:12])[cH:13]1.